From a dataset of the Open Reaction Database (ORD), a public repository of structured organic reaction records. describe an organic reaction: reactants, conditions, products, and yield The reactants are C1(=CC=CC=C1)SOC(CC(C)O[Si](C)(C)C(C)(C)C)=O ((-)-3-t-butyldimethylsilyloxybutyric acid phenylthio ester). Run in C(C)(=O)O.C1CCOC1.O (acetic acid THF water). Reaction conditions: temperature 50 celsius, time 24 hour. The product is C1(=CC=CC=C1)SOC(CC(C)O)=O ((-)-3-hydroxybutyric acid phenylthio ester). Yield: 86.5%. Reaction SMILES: [C:1]1([S:7][O:8][C:9](=[O:21])[CH2:10][CH:11]([O:13][Si](C(C)(C)C)(C)C)[CH3:12])[CH:6]=[CH:5][CH:4]=[CH:3][CH:2]=1>C(O)(=O)C.C1COCC1.O>[C:1]1([S:7][O:8][C:9](=[O:21])[CH2:10][CH:11]([OH:13])[CH3:12])[CH:2]=[CH:3][CH:4]=[CH:5][CH:6]=1 |f:1.2.3|. Procedure details: To 3.26 g (10.4 mmol) of (-)-3-t-butyldimethylsilyloxybutyric acid phenylthio ester was added 50 ml of acetic acid: THF:water (3:1:1) and the mixture was stirred at 50° C. for 24 hours. The resultant was concentrated and distilled (128° to 130° C./0.8 mmHg) to give 1.91 g of (-)-3-hydroxybutyric acid phenylthio ester (yield: 94%). Starting materials: CO, CCOC(=O)Cl, ClCCl, Cl, COC(=O)CCN(C(=O)c1ccc2c(c1)nc(CNc1ccc(C(=N)N)cc1)n2C)c1ccccn1. The product is CCOC(=O)NC(=N)c1ccc(NCc2nc3cc(C(=O)N(CCC(=O)OC)c4ccccn4)ccc3n2C)cc1. Reaction SMILES: [CH3:44][OH:45].[Cl:38][C:39](=[O:40])[O:41][CH2:42][CH3:43].[Cl:46][CH2:47][Cl:48].[ClH:1].[n:2]1[c:3]([N:8]([C:9](=[O:10])[c:11]2[cH:12][c:13]3[c:14]([n:15]([CH3:29])[c:16]([CH2:18][NH:19][c:20]4[cH:21][cH:22][c:23]([C:26]([NH2:27])=[NH:28])[cH:24][cH:25]4)[n:17]3)[cH:30][cH:31]2)[CH2:32][CH2:33][C:34](=[O:35])[O:36][CH3:37])[cH:4][cH:5][cH:6][cH:7]1>>[n:2]1[c:3]([N:8]([C:9](=[O:10])[c:11]2[cH:12][c:13]3[c:14]([n:15]([CH3:29])[c:16]([CH2:18][NH:19][c:20]4[cH:21][cH:22][c:23]([C:26](=[NH:27])[NH:28][C:39](=[O:40])[O:41][CH2:42][CH3:43])[cH:24][cH:25]4)[n:17]3)[cH:30][cH:31]2)[CH2:32][CH2:33][C:34](=[O:35])[O:36][CH3:37])[cH:4][cH:5][cH:6][cH:7]1. Reactants: CS, CCOC(=O)c1c(C)nc(-c2ccccc2)nc1-c1cc([N+](=O)[O-])ccc1Cl, [Na], C1CCOC1. The product is CCOC(=O)c1c(C)nc(-c2ccccc2)nc1-c1cc([N+](=O)[O-])ccc1SC. Reaction SMILES: [CH3:29][SH:30].[Cl:1][c:2]1[c:3](-[c:11]2[n:12][c:13](-[c:23]3[cH:24][cH:25][cH:26][cH:27][cH:28]3)[n:14][c:15]([CH3:22])[c:16]2[C:17](=[O:18])[O:19][CH2:20][CH3:21])[cH:4][c:5]([N+:8](=[O:9])[O-:10])[cH:6][cH:7]1.[Na:31].[O:32]1[CH2:33][CH2:34][CH2:35][CH2:36]1>>[c:2]1([S:30][CH3:29])[c:3](-[c:11]2[n:12][c:13](-[c:23]3[cH:24][cH:25][cH:26][cH:27][cH:28]3)[n:14][c:15]([CH3:22])[c:16]2[C:17](=[O:18])[O:19][CH2:20][CH3:21])[cH:4][c:5]([N+:8](=[O:9])[O-:10])[cH:6][cH:7]1. The reactants are C1CCOC1 (THF), BrC1=CC=2CCC=3C=C(C=C4C3C2C(=C1)C4)Br (2,6-dibromo-8,9-dihydro-4H-cyclopenta[def]phenanthrene), CC1(OB(OC1(C)C)C=1C=CC=2N(C3=CC=CC=C3OC2C1)C1=CC=C(C=C1)C)C (3-(4,4,5,5-tetramethyl-[1,3,2]dioxaborolane-2-yl)-10-p-tolyl-10H-phenoxazine), C(=O)([O-])[O-].[K+].[K+] (K2CO3). The reagents and catalysts are [Br-].C(CCC)[N+](CCCC)(CCCC)CCCC (tetrabutylammoniumbromide), C=1C=CC(=CC1)[P](C=2C=CC=CC2)(C=3C=CC=CC3)[Pd]([P](C=4C=CC=CC4)(C=5C=CC=CC5)C=6C=CC=CC6)([P](C=7C=CC=CC7)(C=8C=CC=CC8)C=9C=CC=CC9)[P](C=1C=CC=CC1)(C=1C=CC=CC1)C=1C=CC=CC1 (tetrakis(triphenylphosphine)palladium(0)). Solvent: C1(=CC=CC=C1)C (toluene), O (water). Conditions: temperature 100 celsius. Yields the product C1=CC=C2C=3C=4C(=CC=CC4CCC13)C2 (8,9-dihydro-4H-cyclopenta[def]phenanthrene). As a reaction SMILES: Br[C:2]1[CH:15]=[C:14]2[CH2:16][C:11]3[C:12]4[C:13]2=[C:4]([CH2:5][CH2:6][C:7]=4[CH:8]=[C:9](Br)[CH:10]=3)[CH:3]=1.CC1(C)C(C)(C)OB(C2C=CC3N(C4C=CC(C)=CC=4)C4C(OC=3C=2)=CC=CC=4)O1.C([O-])([O-])=O.[K+].[K+].C1COCC1>[Br-].C([N+](CCCC)(CCCC)CCCC)CCC.C1C=CC([P]([Pd]([P](C2C=CC=CC=2)(C2C=CC=CC=2)C2C=CC=CC=2)([P](C2C=CC=CC=2)(C2C=CC=CC=2)C2C=CC=CC=2)[P](C2C=CC=CC=2)(C2C=CC=CC=2)C2C=CC=CC=2)(C2C=CC=CC=2)C2C=CC=CC=2)=CC=1.O.C1(C)C=CC=CC=1>[CH:3]1[C:4]2[CH2:5][CH2:6][C:7]3[CH:8]=[CH:9][CH:10]=[C:11]4[CH2:16][C:14]([C:13]=2[C:12]=34)=[CH:15][CH:2]=1 |f:2.3.4,6.7,^1:80,82,101,120|. Reported procedure: 1.14 g (1 eq, 2.0 mmol) of the compound 2, 0.8 g (1 eq, 2.0 mmol) of 3-(4,4,5,5-tetramethyl-[1,3,2]dioxaborolane-2-yl)-10-p-tolyl-10H-phenoxazine, 0.23 g (0.1 eq, 0.2 mmol) of tetrakis(triphenylphosphine)palladium(0), 1 ml (1 eq, 2.0 mmol) of 2M K2CO3, and 0.65 g (1 eq, 2.0 mmol) of tetrabutylammoniumbromide were put into a 100 ml round bottom flask under an argon gas atmosphere, and THF (50 ml) and toluene (20 ml) were added thereto. The reaction mixture was refluxed at 100° C. for 16 hours. Wh...